From a dataset of the Open Reaction Database (ORD), a public repository of structured organic reaction records. describe an organic reaction: reactants, conditions, products, and yield Reactants: CCOC(=O)C(C)Br, O=C([O-])[O-], [K+], [K+], COc1cccc(C=O)c1O, CN(C)C=O. The product is CCOC(=O)C(C)Oc1c(C=O)cccc1OC. As a reaction SMILES: [Br:18][CH:19]([C:20](=[O:21])[O:22][CH2:23][CH3:24])[CH3:25].[C:12](=[O:13])([O-:14])[O-:15].[K+:16].[K+:17].[O:1]=[CH:2][c:3]1[c:4]([OH:5])[c:6]([O:7][CH3:8])[cH:9][cH:10][cH:11]1.[O:26]=[CH:27][N:28]([CH3:29])[CH3:30]>>[O:1]=[CH:2][c:3]1[c:4]([O:5][CH:19]([C:20](=[O:21])[O:22][CH2:23][CH3:24])[CH3:25])[c:6]([O:7][CH3:8])[cH:9][cH:10][cH:11]1. Reactants: mixture, S(O)(O)(=O)=O (sulfuric acid), C(C)(=O)O (acetic acid), C(C)(=O)N(C1=C2C(C(=CN(C2=CC(=C1F)F)C1CC1)C(=O)OCC)=O)CC1=CC=CC=C1 (ethyl 5-(N-acetylbenzylamino)-1-cyclopropyl-6,7-difluoro-1,4-dihydro-4-oxoquinoline-3-carboxylate). Solvent: O (water), O (water). Product: C(C1=CC=CC=C1)NC1=C2C(C(=CN(C2=CC(=C1F)F)C1CC1)C(=O)O)=O (5-benzylamino-1-cyclopropyl-6,7-difluoro-1,4-dihydro-4-oxoquinoline-3-carboxylic acid). Isolated yield 81.1%. RXN SMILES: S(=O)(=O)(O)O.C(O)(=O)C.C([N:13]([CH2:35][C:36]1[CH:41]=[CH:40][CH:39]=[CH:38][CH:37]=1)[C:14]1[C:23]([F:24])=[C:22]([F:25])[CH:21]=[C:20]2[C:15]=1[C:16](=[O:34])[C:17]([C:29]([O:31]CC)=[O:30])=[CH:18][N:19]2[CH:26]1[CH2:28][CH2:27]1)(=O)C>O>[CH2:35]([NH:13][C:14]1[C:23]([F:24])=[C:22]([F:25])[CH:21]=[C:20]2[C:15]=1[C:16](=[O:34])[C:17]([C:29]([OH:31])=[O:30])=[CH:18][N:19]2[CH:26]1[CH2:27][CH2:28]1)[C:36]1[CH:41]=[CH:40][CH:39]=[CH:38][CH:37]=1. Procedure details: Twenty milliliters of a mixture of conc. sulfuric acid, glacial acetic acid and water (1:8:6) was added to 4.4 g of ethyl 5-(N-acetylbenzylamino)-1-cyclopropyl-6,7-difluoro-1,4-dihydro-4-oxoquinoline-3-carboxylate, and the mixture was heated under reflux for 6 hours. After cooling, water was added to the reaction mixture, and the crystals were collected by filtration and successively washed with water and ethanol. The crystals were recrystallized from chloroform/ethanol to give 3.0 g of 5-benzyl... The product is OC(C=CC=CCC=CCCCC(=O)O)CCCCC (HHT). Reported procedure: Eight ml of blood was gathered from the abdominal aorta of a rat (JcI : Wistar, male, 12-15 weeks age) subjected to abdominal incision under anesthesia by the use of 3.2% sodium citrate (1 volume of sodium citrate solution to 9 volume of whole blood). The blood was centrifuged at 800 rpm for 10 minutes at room temperature to gather PRP (platelet rich plasma), and the residual blood was further centrifuged at 3000 rpm for 10 minutes to gather PPP (platelet poor plasma). The platelet number in PRP... Run at time 10 minute. Solvent: C(C)O (ethanol). As a reaction SMILES: C([O-])(=O)CC(CC([O-])=O)(C([O-])=O)[OH:4].[Na+].[Na+].[Na+].[C:17]([OH:38])(=[O:37])[CH2:18][CH2:19][CH2:20]/[CH:21]=[CH:22]\[CH2:23]/[CH:24]=[CH:25]\[CH2:26]/[CH:27]=[CH:28]\[CH2:29]/[CH:30]=[CH:31]\[CH2:32][CH2:33]CCC>C(O)C>[OH:4][CH:28]([CH2:29][CH2:30][CH2:31][CH2:32][CH3:33])[CH:27]=[CH:26][CH:25]=[CH:24][CH2:23][CH:22]=[CH:21][CH2:20][CH2:19][CH2:18][C:17]([OH:38])=[O:37] |f:0.1.2.3|. Starting materials: C(CC(O)(C(=O)[O-])CC(=O)[O-])(=O)[O-].[Na+].[Na+].[Na+] (sodium citrate), C(CCC\C=C/C\C=C/C\C=C/C\C=C/CCCCC)(=O)O (arachidonic acid).